Dataset: the Open Reaction Database (ORD), a public repository of structured organic reaction records. Task: describe an organic reaction: reactants, conditions, products, and yield Starting materials: C(C)(C)(C)OC(=O)N1[C@H](COC[C@@H]1C)C ((3S,5S)-4-tert-butoxycarbonyl-3,5-dimethylmorpholine), ClCCl (dichloromethane). Run in FC(C(=O)O)(F)F (trifluoroacetic acid). Conditions: time 2 hour. Yields the product Cl.C[C@@H]1N[C@H](COC1)C ((3S,5S)-3,5-dimethylmorpholine hydrochloride). RXN SMILES: C(OC([N:8]1[C@@H:13]([CH3:14])[CH2:12][O:11][CH2:10][C@@H:9]1[CH3:15])=O)(C)(C)C.[Cl:16]CCl>FC(F)(F)C(O)=O>[ClH:16].[CH3:15][C@H:9]1[CH2:10][O:11][CH2:12][C@H:13]([CH3:14])[NH:8]1 |f:3.4|. Procedure: A mixture of (3S)-3,5-dimethylmorpholine hydrochloride (8.3 g), di-tert-butyl dicarbonate (14.34 g) and sodium hydroxide (5.48 g) in water (30 ml) were stirred at room temperature overnight. Water (50 ml) and isopropyl ether were added to the mixture and the organic layer was separated, dried over magnesium sulfate, and evaporated in vacuo. The residue was purified by column chromatography on silica gel with a mixture of ethyl acetate and n-hexane (1:9) as an eluent to give (3S,5S)-4-tert-butoxy... Starting materials: CC1=C(C=CC(=N1)C=O)[N+](=O)[O-] (6-methyl-5-nitropicolinaldehyde), [BH4-].[Na+] (sodium borohydride). The solvent is C(C)O (ethanol). Product: CC1=C(C=CC(=N1)CO)[N+](=O)[O-] ((6-methyl-5-nitropyridin-2-yl)methanol). The yield is 21.7%. As a reaction SMILES: [CH3:1][C:2]1[N:7]=[C:6]([CH:8]=[O:9])[CH:5]=[CH:4][C:3]=1[N+:10]([O-:12])=[O:11].[BH4-].[Na+]>C(O)C>[CH3:1][C:2]1[N:7]=[C:6]([CH2:8][OH:9])[CH:5]=[CH:4][C:3]=1[N+:10]([O-:12])=[O:11] |f:1.2|. Procedure: A solution of 6-methyl-5-nitropicolinaldehyde (50 g, 329 mmol) in ethanol (200 mL) was cooled to 10° C. and sodium borohydride (5.9 g, 157 mmol) was added portion-wise. The solution was allowed to stir for one half hour, the ethanol was removed and the residue partitioned between ethyl Acetate and water, the organic phase washed with brine, and dried with magnesium sulfate and stripped. The residue was purified by column chromatography (10-40% ethyl acetate/hexanes) to give (6-methyl-5-nitropyri... Starting materials: C[O-], CO, CO, N#Cc1ncc(N)nc1Cl, [Na+], O. The product is COc1nc(N)cnc1C#N. Reaction SMILES: [CH3:11][O-:12].[CH3:14][OH:15].[CH3:16][OH:17].[NH2:1][c:2]1[n:3][c:4]([Cl:10])[c:5]([C:8]#[N:9])[n:6][cH:7]1.[Na+:13].[OH2:18]>>[NH2:1][c:2]1[n:3][c:4]([O:12][CH3:11])[c:5]([C:8]#[N:9])[n:6][cH:7]1. The reactants are C(C)(C)C1=CC=C(C=C1)C(CCC(CCCC(C)(OC)C)C)O (1-(p-isopropylphenyl)-4,8-dimethyl-8-methoxy-1-nonanol), resin, lower alkanol, CO (methanol). Yields the product C(C)(C)C1=CC=C(C=C1)C(CCC(CCCC(C)(C)OC)C)OC (1-(p-Isopropylphenyl)-1,8-dimethoxy-4,8-dimethylnonane). As a reaction SMILES: [CH:1]([C:4]1[CH:9]=[CH:8][C:7]([CH:10]([OH:23])[CH2:11][CH2:12][CH:13]([CH3:22])[CH2:14][CH2:15][CH2:16][C:17]([CH3:21])([O:19][CH3:20])[CH3:18])=[CH:6][CH:5]=1)([CH3:3])[CH3:2].[CH3:24]O>>[CH:1]([C:4]1[CH:9]=[CH:8][C:7]([CH:10]([O:23][CH3:24])[CH2:11][CH2:12][CH:13]([CH3:22])[CH2:14][CH2:15][CH2:16][C:17]([O:19][CH3:20])([CH3:21])[CH3:18])=[CH:6][CH:5]=1)([CH3:3])[CH3:2]. Reported procedure: Crude 1-(p-isopropylphenyl)-4,8-dimethyl-8-methoxy-1-nonanol (1.1 g) and "Amberlyst A-15" resin (50 mg) in methanol (20 ml), as the acidic lower alkanol, was refluxed for 2 days. GC analysis showed the consumption of the alcohol and appearance of the dimethoxy compound. Material was recovered quantitatively. "Amberlyst A-15" resin used in this methoxylation reaction is a commercially available solid acidic ion exchange resin with pendant sulfonic acid groups.